From a dataset of the Open Reaction Database (ORD), a public repository of structured organic reaction records. describe an organic reaction: reactants, conditions, products, and yield Reactants: CC(=O)O[BH-](OC(C)=O)OC(C)=O, CN(C)C=O, ClCCl, O=CC=Cc1cc(F)ccc1F, COC(=O)C1CN(CCn2c(=O)ccc3c(F)cc(F)cc32)CCC1N, [Na+]. Product: COC(=O)C1CN(CCn2c(=O)ccc3c(F)cc(F)cc32)CCC1NCC=Cc1cc(F)ccc1F. RXN SMILES: [C:39]([O:40][BH-:41]([O:42][C:43](=[O:44])[CH3:45])[O:46][C:47](=[O:48])[CH3:49])(=[O:50])[CH3:51].[CH3:53][N:54]([CH3:55])[CH:56]=[O:57].[Cl:58][CH2:59][Cl:60].[F:27][c:28]1[c:29]([CH:35]=[CH:36][CH:37]=[O:38])[cH:30][c:31]([F:34])[cH:32][cH:33]1.[NH2:1][CH:2]1[CH:3]([C:23](=[O:24])[O:25][CH3:26])[CH2:4][N:5]([CH2:8][CH2:9][n:10]2[c:11](=[O:22])[cH:12][cH:13][c:14]3[c:15]([F:21])[cH:16][c:17]([F:20])[cH:18][c:19]23)[CH2:6][CH2:7]1.[Na+:52]>>[NH:1]([CH:2]1[CH:3]([C:23](=[O:24])[O:25][CH3:26])[CH2:4][N:5]([CH2:8][CH2:9][n:10]2[c:11](=[O:22])[cH:12][cH:13][c:14]3[c:15]([F:21])[cH:16][c:17]([F:20])[cH:18][c:19]23)[CH2:6][CH2:7]1)[CH2:37][CH:36]=[CH:35][c:29]1[c:28]([F:27])[cH:33][cH:32][c:31]([F:34])[cH:30]1.